Dataset: the Open Reaction Database (ORD), a public repository of structured organic reaction records. Task: describe an organic reaction: reactants, conditions, products, and yield Reactants: ClC1=C(C=C(C=C1)S(=O)(=O)N(COC)C=1C(=NC=C(C1)Cl)C=O)C(F)(F)F (4-chloro-N-(5-chloro-2-formyl-pyridin-3-yl)-N-methoxymethyl-3-trifluoromethyl-benzenesulfonamide), CC(C)=C (isobutylene), Cl(=O)[O-].[Na+] (sodium chlorite), O (water). Solvent: CCOC(=O)C (EtOAc), C(C)(C)(C)O (tert-butanol). Reaction conditions: time 3 hour. Product: ClC=1C=C(C(=NC1)C(=O)O)N(COC)S(=O)(=O)C1=CC(=C(C=C1)Cl)C(F)(F)F (5-chloro-3-[(4-chloro-3-trifluoromethyl-benzenesulfonyl)-methoxymethyl-amino]-pyridine-2-carboxylic acid). Reaction SMILES: [Cl:1][C:2]1[CH:7]=[CH:6][C:5]([S:8]([N:11]([C:15]2[C:16]([CH:22]=[O:23])=[N:17][CH:18]=[C:19]([Cl:21])[CH:20]=2)[CH2:12][O:13][CH3:14])(=[O:10])=[O:9])=[CH:4][C:3]=1[C:24]([F:27])([F:26])[F:25].CC(=C)C.Cl([O-])=[O:33].[Na+].O>C(O)(C)(C)C.CCOC(C)=O>[Cl:21][C:19]1[CH:20]=[C:15]([N:11]([S:8]([C:5]2[CH:6]=[CH:7][C:2]([Cl:1])=[C:3]([C:24]([F:26])([F:25])[F:27])[CH:4]=2)(=[O:10])=[O:9])[CH2:12][O:13][CH3:14])[C:16]([C:22]([OH:33])=[O:23])=[N:17][CH:18]=1 |f:2.3|. Procedure: To a solution of 4-chloro-N-(5-chloro-2-formyl-pyridin-3-yl)-N-methoxymethyl-3-trifluoromethyl-benzenesulfonamide (590 mg, 1.33 mmol) in tert-butanol (26 mL) was added isobutylene (5 mL), sodium chlorite (751 mg, 6.66 mmol) sodium dihydrogen phosphate (919 mg, 6.66 mmol) and water (26 mL). After the solution was stirred at room temperature for 3 h, EtOAc (10 mL) was added and the layers were separated. The organic layer was washed with saturated sodium bicarbonate (2×10 mL) and brine (1×10 mL), ...